This data is from the Open Reaction Database (ORD), a public repository of structured organic reaction records. The task is: describe an organic reaction: reactants, conditions, products, and yield Starting materials: C(C)(=O)O (Acetic acid), COC(=N)C1=NN(C2=CC(=CC=C12)C1=C(C=C(C(=C1)F)OCOCC[Si](C)(C)C)CC)C1OCCCC1 (6-[2-ethyl-5-fluoro-4-(2-trimethylsilanyl-ethoxymethoxy)-phenyl]-1-(tetrahydro-pyran-2-yl)-1H-indazole-3-carboximidic acid methyl ester), C(C)(C)(C)OC(=O)N1CC(C(CC1)(OCC)OCC)N (3-amino-4,4-diethoxy-piperidine-1-carboxylic acid tert-butyl ester). The solvent is C(C)O (ethanol), C(C)O (ethanol). Conditions: temperature 50 celsius. Product: C(C)(C)(C)OC(=O)N1CC(C(CC1)(OCC)OCC)NC(=N)C1=NN(C2=CC(=CC=C12)C1=C(C=C(C(=C1)F)OCOCC[Si](C)(C)C)CC)C1OCCCC1 (4,4-Diethoxy-3-{[6-[2-ethyl-5-fluoro-4-(2-trimethylsilanyl-ethoxymethoxy)-phenyl]-1-(tetrahydro-pyran-2-yl)-1H-indazole-3-carboximidoyl]-amino}-piperidine-1-carboxylic acid tert-butyl ester). Isolated yield 117.3%. RXN SMILES: CO[C:3]([C:5]1[C:13]2[C:8](=[CH:9][C:10]([C:14]3[CH:19]=[C:18]([F:20])[C:17]([O:21][CH2:22][O:23][CH2:24][CH2:25][Si:26]([CH3:29])([CH3:28])[CH3:27])=[CH:16][C:15]=3[CH2:30][CH3:31])=[CH:11][CH:12]=2)[N:7]([CH:32]2[CH2:37][CH2:36][CH2:35][CH2:34][O:33]2)[N:6]=1)=[NH:4].[C:38]([O:42][C:43]([N:45]1[CH2:50][CH2:49][C:48]([O:54][CH2:55][CH3:56])([O:51][CH2:52][CH3:53])[CH:47]([NH2:57])[CH2:46]1)=[O:44])([CH3:41])([CH3:40])[CH3:39].C(O)(=O)C>C(O)C>[C:38]([O:42][C:43]([N:45]1[CH2:50][CH2:49][C:48]([O:54][CH2:55][CH3:56])([O:51][CH2:52][CH3:53])[CH:47]([NH:57][C:3]([C:5]2[C:13]3[C:8](=[CH:9][C:10]([C:14]4[CH:19]=[C:18]([F:20])[C:17]([O:21][CH2:22][O:23][CH2:24][CH2:25][Si:26]([CH3:29])([CH3:27])[CH3:28])=[CH:16][C:15]=4[CH2:30][CH3:31])=[CH:11][CH:12]=3)[N:7]([CH:32]3[CH2:37][CH2:36][CH2:35][CH2:34][O:33]3)[N:6]=2)=[NH:4])[CH2:46]1)=[O:44])([CH3:39])([CH3:41])[CH3:40]. Procedure details: To a solution of 6-[2-ethyl-5-fluoro-4-(2-trimethylsilanyl-ethoxymethoxy)-phenyl]-1-(tetrahydro-pyran-2-yl)-1H-indazole-3-carboximidic acid methyl ester (Preparation 7, 31.4 g, 59.5 mmol) in ethanol (140 mL) was added a solution of 3-amino-4,4-diethoxy-piperidine-1-carboxylic acid tert-butyl ester (US-2004/0229862, 18.02 g, 62.48 mmol) in ethanol (100 mL). Acetic acid (6.81 mL, 119 mmol) was added and the reaction mixture was heated at 50° C. for 18 hours. The reaction mixture was concentrated i... Starting materials: ClCCOC1=C(C=CC=C1)C1(CC1)NC=1C(N(C=CN1)C=1C(=CC(=C(C(=O)NC2CC2)C1)F)C)=O (5-[3-({1-[2-(2-chloroethoxy)phenyl]cyclopropyl}amino)-2-oxopyrazin-1(2H)-yl]-N-cyclopropyl-2-fluoro-4-methylbenzamide), CN (methylamine), [I-].[K+] (potassium iodide). Run in O (water), O1CCOCC1 (dioxane). Run at time 8 hour. Product: C1(CC1)NC(C1=C(C=C(C(=C1)N1C(C(=NC=C1)NC1(CC1)C1=C(C=CC=C1)OCCNC)=O)C)F)=O (N-Cyclopropyl-2-fluoro-4-methyl-5-{3-[(1-{2-[2-(methylamino)ethoxy]phenyl}cyclopropyl)amino]-2-oxopyrazin-1(2H)-yl}benzamide). As a reaction SMILES: Cl[CH2:2][CH2:3][O:4][C:5]1[CH:10]=[CH:9][CH:8]=[CH:7][C:6]=1[C:11]1([NH:14][C:15]2[C:16](=[O:35])[N:17]([C:21]3[C:22]([CH3:34])=[CH:23][C:24]([F:33])=[C:25]([CH:32]=3)[C:26]([NH:28][CH:29]3[CH2:31][CH2:30]3)=[O:27])[CH:18]=[CH:19][N:20]=2)[CH2:13][CH2:12]1.[CH3:36][NH2:37].[I-].[K+]>O.O1CCOCC1>[CH:29]1([NH:28][C:26](=[O:27])[C:25]2[CH:32]=[C:21]([N:17]3[CH:18]=[CH:19][N:20]=[C:15]([NH:14][C:11]4([C:6]5[CH:7]=[CH:8][CH:9]=[CH:10][C:5]=5[O:4][CH2:3][CH2:2][NH:37][CH3:36])[CH2:13][CH2:12]4)[C:16]3=[O:35])[C:22]([CH3:34])=[CH:23][C:24]=2[F:33])[CH2:31][CH2:30]1 |f:2.3|. Procedure details: To a solution of 5-[3-({1-[2-(2-chloroethoxy)phenyl]cyclopropyl}amino)-2-oxopyrazin-1(2H)-yl]-N-cyclopropyl-2-fluoro-4-methylbenzamide (Example 318h, 100 mg) and methylamine, 40% by wt solution in water (0.1 mL) in dioxane (1 mL) was added potassium iodide (33.4 mg). The reaction mixture was stirred at room temperature overnight, then heated at 40° C. overnight. The reaction was heated at 50° C. for 48 h. Purification by preparative HPLC (Phenomenex Gemini, eluting with a gradient of acetonitril... The reactants are O=C(CBr)N1CCCC1, CC#N, c1ccc(Cc2ccccn2)cc1, CO. The product is [Br-], O=C(C[n+]1ccccc1Cc1ccccc1)N1CCCC1. RXN SMILES: [Br:14][CH2:15][C:16](=[O:17])[N:18]1[CH2:19][CH2:20][CH2:21][CH2:22]1.[C:25](#[N:26])[CH3:27].[CH2:1]([c:2]1[cH:3][cH:4][cH:5][cH:6][cH:7]1)[c:8]1[n:9][cH:10][cH:11][cH:12][cH:13]1.[CH3:23][OH:24]>>[Br-:14].[CH2:1]([c:2]1[cH:3][cH:4][cH:5][cH:6][cH:7]1)[c:8]1[n+:9]([CH2:15][C:16](=[O:17])[N:18]2[CH2:19][CH2:20][CH2:21][CH2:22]2)[cH:10][cH:11][cH:12][cH:13]1. Starting materials: O[C@@H]([C@@H](OC1=CC=C(C=C1)B(O)O)C)CCC=1C=NC=CC1 ((1S,2R)-4-(2-Hydroxy-1-methyl-4-pyridin-3-ylbutoxy)benzeneboronic acid), BrC=1C=CC(=C(C#N)C1)NCCN1CCOCC1 (5-bromo-2-(2-morpholin-4-yl-ethylamino)benzonitrile), C([O-])([O-])=O.[Na+].[Na+] (sodium carbonate). Reagents/catalysts: C=1C=CC(=CC1)[P](C=2C=CC=CC2)(C=3C=CC=CC3)[Pd]([P](C=4C=CC=CC4)(C=5C=CC=CC5)C=6C=CC=CC6)([P](C=7C=CC=CC7)(C=8C=CC=CC8)C=9C=CC=CC9)[P](C=1C=CC=CC1)(C=1C=CC=CC1)C=1C=CC=CC1 (tetrakis(triphenylphosphine)palladium). Run in C(C)O (ethanol). Conditions: temperature 90 celsius. Yields the product O[C@@H]([C@@H](OC1=CC=C(C=C1)C1=CC(=C(C=C1)OCCN1CCOCC1)C#N)C)CCC=1C=NC=CC1 ((1S ,2R)-4′-(2-Hydroxy-1-methyl-4-pyridin-3-ylbutoxy)-4-(2-morpholin-4-yl-ethoxy)biphenyl-3-carbonitrile). Reaction SMILES: [OH:1][C@H:2]([CH2:15][CH2:16][C:17]1[CH:18]=[N:19][CH:20]=[CH:21][CH:22]=1)[C@H:3]([CH3:14])[O:4][C:5]1[CH:10]=[CH:9][C:8](B(O)O)=[CH:7][CH:6]=1.BrC1C=CC(N[CH2:33][CH2:34][N:35]2[CH2:40][CH2:39][O:38][CH2:37][CH2:36]2)=C(C=1)C#N.[C:41](=[O:44])([O-])[O-].[Na+].[Na+]>C(O)C.C1C=CC([P]([Pd]([P](C2C=CC=CC=2)(C2C=CC=CC=2)C2C=CC=CC=2)([P](C2C=CC=CC=2)(C2C=CC=CC=2)C2C=CC=CC=2)[P](C2C=CC=CC=2)(C2C=CC=CC=2)C2C=CC=CC=2)(C2C=CC=CC=2)C2C=CC=CC=2)=CC=1>[OH:1][C@H:2]([CH2:15][CH2:16][C:17]1[CH:18]=[N:19][CH:20]=[CH:21][CH:22]=1)[C@H:3]([CH3:14])[O:4][C:5]1[CH:10]=[CH:9][C:8]([C:15]2[CH:2]=[CH:3][C:41]([O:44][CH2:33][CH2:34][N:35]3[CH2:36][CH2:37][O:38][CH2:39][CH2:40]3)=[C:17]([C:18]#[N:19])[CH:16]=2)=[CH:7][CH:6]=1 |f:2.3.4,^1:53,55,74,93|. Procedure: Prepared according to the method described in Example 12b) from (1S,2R)-4-(2-hydroxy-1-methyl-4-pyridin-3-ylbutoxy)benzeneboronic acid (0.190 g, Example 33), 5-bromo-2-(2-morpholin-4-yl-ethylamino)benzonitrile (0.31 g, Example 47a)), 2M aqueous sodium carbonate (0.75 ml) and tetrakis(triphenylphosphine)palladium (0) (0.025 g) in ethanol (2 ml). The reaction mixture was heated at 90° C. for 4 hours. After cooling, the solution was concentrated under reduced pressure, taken up in ethanol and conce... Reactants: C1CCOC1, Cc1cccc2c1CCC2O, C1CCC2=NCCCN2CC1, O, [N-]=[N+]=NP(=O)(c1ccccc1)c1ccccc1. Product: Cc1cccc2c1CCC2N=[N+]=[N-]. Reaction SMILES: [CH2:41]1[O:42][CH2:43][CH2:44][CH2:45]1.[CH3:1][c:2]1[c:3]2[c:7]([cH:8][cH:9][cH:10]1)[CH:6]([OH:11])[CH2:5][CH2:4]2.[N:29]12[CH2:30][CH2:31][CH2:32][N:33]=[C:34]1[CH2:35][CH2:36][CH2:37][CH2:38][CH2:39]2.[OH2:40].[c:12]1([P:13]([c:14]2[cH:15][cH:16][cH:17][cH:18][cH:19]2)(=[O:20])[N:26]=[N+:27]=[N-:28])[cH:21][cH:22][cH:23][cH:24][cH:25]1>>[CH3:1][c:2]1[c:3]2[c:7]([cH:8][cH:9][cH:10]1)[CH:6]([N:26]=[N+:27]=[N-:28])[CH2:5][CH2:4]2. The reactants are CCOC(C)=O, CI, CN(C)C=O, O=C(NCC1CC1)c1ccc(OCc2ccc(Cl)cc2)cc1, [H-], [Na+], O. Product: CN(CC1CC1)C(=O)c1ccc(OCc2ccc(Cl)cc2)cc1. RXN SMILES: [C:28]([O:29][CH2:30][CH3:31])(=[O:32])[CH3:33].[CH3:25][I:26].[CH3:34][N:35]([CH3:36])[CH:37]=[O:38].[Cl:1][c:2]1[cH:3][cH:4][c:5]([CH2:6][O:7][c:8]2[cH:9][cH:10][c:11]([C:12](=[O:13])[NH:14][CH2:15][CH:16]3[CH2:17][CH2:18]3)[cH:19][cH:20]2)[cH:21][cH:22]1.[H-:23].[Na+:24].[OH2:27]>>[Cl:1][c:2]1[cH:3][cH:4][c:5]([CH2:6][O:7][c:8]2[cH:9][cH:10][c:11]([C:12](=[O:13])[N:14]([CH2:15][CH:16]3[CH2:17][CH2:18]3)[CH3:28])[cH:19][cH:20]2)[cH:21][cH:22]1. The reactants are Brc1ccc(NC2CCCCC2)cc1, [Li]CCCC, C[Si](C)(C)Cl, CCCCCC. Product: C[Si](C)(C)N(c1ccc(Br)cc1)C1CCCCC1. Reaction SMILES: [Br:1][c:2]1[cH:3][cH:4][c:5]([NH:6][CH:7]2[CH2:8][CH2:9][CH2:10][CH2:11][CH2:12]2)[cH:13][cH:14]1.[CH3:15][CH2:16][CH2:17][CH2:18][Li:19].[CH3:20][Si:21]([CH3:22])([CH3:23])[Cl:24].[CH3:25][CH2:26][CH2:27][CH2:28][CH2:29][CH3:30]>>[Br:1][c:2]1[cH:3][cH:4][c:5]([N:6]([CH:7]2[CH2:8][CH2:9][CH2:10][CH2:11][CH2:12]2)[Si:21]([CH3:20])([CH3:22])[CH3:23])[cH:13][cH:14]1.